The task is: describe an organic reaction: reactants, conditions, products, and yield. This data is from the Open Reaction Database (ORD), a public repository of structured organic reaction records. Reactants: CC(=O)OC1=C(C(C)=O)C(=O)CC(C2CCCSC2)C1, CCO, NOCc1ccc(Cl)s1. Product: CC(=O)OC1=C(C(C)=NOCc2ccc(Cl)s2)C(=O)CC(C2CCCSC2)C1. Reaction SMILES: [C:10]([CH3:11])(=[O:12])[C:13]1=[C:18]([O:19][C:20]([CH3:21])=[O:22])[CH2:17][CH:16]([CH:23]2[CH2:24][S:25][CH2:26][CH2:27][CH2:28]2)[CH2:15][C:14]1=[O:29].[CH3:30][CH2:31][OH:32].[Cl:1][c:2]1[cH:3][cH:4][c:5]([CH2:7][O:8][NH2:9])[s:6]1>>[Cl:1][c:2]1[cH:3][cH:4][c:5]([CH2:7][O:8][N:9]=[C:10]([CH3:11])[C:13]2=[C:18]([O:19][C:20]([CH3:21])=[O:22])[CH2:17][CH:16]([CH:23]3[CH2:24][S:25][CH2:26][CH2:27][CH2:28]3)[CH2:15][C:14]2=[O:29])[s:6]1. Starting materials: Cc1ccc2c(OCCBr)cccc2n1, CCN(C(C)C)C(C)C, CC(C)O, Cl, O=C1COc2ccc(CC3CCNCC3)cc2N1. The product is Cc1ccc2c(OCCN3CCC(Cc4ccc5c(c4)NC(=O)CO5)CC3)cccc2n1. Reaction SMILES: [Br:20][CH2:21][CH2:22][O:23][c:24]1[c:25]2[cH:26][cH:27][c:28]([CH3:34])[n:29][c:30]2[cH:31][cH:32][cH:33]1.[CH:35]([N:36]([CH:37]([CH3:38])[CH3:39])[CH2:40][CH3:41])([CH3:42])[CH3:43].[CH:44]([OH:45])([CH3:46])[CH3:47].[ClH:1].[NH:2]1[CH2:3][CH2:4][CH:5]([CH2:8][c:9]2[cH:10][cH:11][c:12]3[c:13]([cH:19]2)[NH:14][C:15](=[O:18])[CH2:16][O:17]3)[CH2:6][CH2:7]1>>[N:2]1([CH2:21][CH2:22][O:23][c:24]2[c:25]3[cH:26][cH:27][c:28]([CH3:34])[n:29][c:30]3[cH:31][cH:32][cH:33]2)[CH2:3][CH2:4][CH:5]([CH2:8][c:9]2[cH:10][cH:11][c:12]3[c:13]([cH:19]2)[NH:14][C:15](=[O:18])[CH2:16][O:17]3)[CH2:6][CH2:7]1. Starting materials: C(C=C)OC(=O)N1[C@@H](COCC1)C(=O)C1C(OC(OC1=O)(C)C)=O (5-[(3S)-4-allyloxycarbonylmorpholin-3-yl]carbonyl-2,2-dimethyl-1,3-dioxane-4,6-dione), C(C)(=O)O (acetic acid). The solvent is O (water). The product is C(C)(=O)[C@H]1N(CCOC1)C(=O)OCC=C ((3S)-3-acetyl-4-allyloxycarbonylmorpholine). The yield is 71.4%. As a reaction SMILES: [CH2:1]([O:4][C:5]([N:7]1[CH2:12][CH2:11][O:10][CH2:9][C@H:8]1[C:13]([CH:15]1C(=O)OC(C)(C)OC1=O)=[O:14])=[O:6])[CH:2]=[CH2:3].C(O)(=O)C>O>[C:13]([C@@H:8]1[CH2:9][O:10][CH2:11][CH2:12][N:7]1[C:5]([O:4][CH2:1][CH:2]=[CH2:3])=[O:6])(=[O:14])[CH3:15]. Reported procedure: A solution of 5-[(3S)-4-allyloxycarbonylmorpholin-3-yl]carbonyl-2,2-dimethyl-1,3-dioxane-4,6-dione (8.30 g) in a mixture of glacial acetic acid (17 ml) and water (25 ml) was refluxed for 2 hours. After cooling, the mixture was concentrated under reduced pressure to give a syrup. A solution of the syrup in ethyl acetate (100 ml) was washed in turn with water (100 ml), saturated sodium hydrogen carbonate (100 ml), and brine (100 ml). The solution was dried over magnesium sulfate and evaporated und...